From a dataset of the Open Reaction Database (ORD), a public repository of structured organic reaction records. describe an organic reaction: reactants, conditions, products, and yield Starting materials: NC1=C(C=C2CC(NC2=C1)=O)F (6-amino-5-fluoro-1,3-dihydro-indol-2-one), FC1=CC=C(C=O)C=C1 (4-fluoro-benzaldehyde), O (water), [BH4-].[Na+] (sodium borohydride). Reported procedure: A stirred solution of d 6-amino-5-fluoro-1,3-dihydro-indol-2-one (2.26 g, 13.6 mmol) obtained from Example 6 in 40 ml of ethanol was added with 4-fluoro-benzaldehyde (1.5 ml, 13.6 mmol) at 0° C. in an ice-water bath. The resulting solution was stirred for 1 hour, added with sodium borohydride (1.08 g, 28.5 mmol) and heated to reflux overnight. The resulting mixture was added with water until a precipitate was formed. The solid was filtered and washed with water (50 ml×3). The crude was purified ... The yield is 44.8%. Conditions: time 1 hour. Solvent: C(C)O (ethanol). RXN SMILES: [NH2:1][C:2]1[CH:10]=[C:9]2[C:5]([CH2:6][C:7](=[O:11])[NH:8]2)=[CH:4][C:3]=1[F:12].[F:13][C:14]1[CH:21]=[CH:20][C:17]([CH:18]=O)=[CH:16][CH:15]=1.[BH4-].[Na+].O>C(O)C>[F:12][C:3]1[CH:4]=[C:5]2[C:9](=[CH:10][C:2]=1[NH:1][CH2:18][C:17]1[CH:20]=[CH:21][C:14]([F:13])=[CH:15][CH:16]=1)[NH:8][C:7](=[O:11])[CH2:6]2 |f:2.3|. Yields the product FC=1C=C2CC(NC2=CC1NCC1=CC=C(C=C1)F)=O (5-fluoro-6-(4-fluoro-benzylamino)-1,3-dihydro-indol-2-one). Reactants: BrC=1C=C(C=CC1OC)NC(C)=O (N-(3-bromo-4-methoxyphenyl)acetamide), [H-].[Na+] (Sodium hydride), N (ammonia), C(C)(=O)[O-].[NH4+] (ammonium acetate), C(C#C)Br (propargyl bromide). Reagents/catalysts: C(C)(=O)[O-].[Hg+2].C(C)(=O)[O-] (mercury (II) acetate). The solvent is CN(C=O)C (dimethylformamide), O (water), O (water). Conditions: temperature 0 celsius, time 30 minute. The product is BrC=1C=C(C=CC1OC)N1C(=NC(=C1)C)C (1-(3-Bromo-4-methoxyphenyl)-2,4-dimethyl-1H-imidazole). The yield is 94.2%. As a reaction SMILES: [H-].[Na+].[Br:3][C:4]1[CH:5]=[C:6]([NH:12][C:13](=O)[CH3:14])[CH:7]=[CH:8][C:9]=1[O:10][CH3:11].[CH2:16](Br)[C:17]#[CH:18].C([O-])(=O)C.[NH4+:24].N>CN(C)C=O.C([O-])(=O)C.[Hg+2].C([O-])(=O)C.O>[Br:3][C:4]1[CH:5]=[C:6]([N:12]2[CH:18]=[C:17]([CH3:16])[N:24]=[C:13]2[CH3:14])[CH:7]=[CH:8][C:9]=1[O:10][CH3:11] |f:0.1,4.5,8.9.10|. Procedure details: Sodium hydride (60% dispersion in mineral oil, 0.90 g, 25.2 mmol) was added to a stirred, cooled (0° C.) solution of N-(3-bromo-4-methoxyphenyl)acetamide (4.58 g. 18.8 mmol) in dimethylformamide (60 ml). The mixture was stirred at 0° C. for 30 minutes, then propargyl bromide (80% solution in toluene, 2.51 ml, 25.2 mmol) was added. The mixture was stirred at room temperature for 30 minutes, then water (150 ml) was added. The mixture was extracted with ethyl acetate (3×150 ml) and the combined org... Starting materials: CCCCCC, CO, Cc1ccccc1, C[Si](C)(C)C=[N+]=[N-], C1COCCO1, O=C(O)CCC(=O)NCCCCCC1CCSS1. Product: COC(=O)CCC(=O)NCCCCCC1CCSS1. RXN SMILES: [CH3:1][CH2:2][CH2:3][CH2:4][CH2:5][CH3:6].[CH3:32][OH:33].[CH3:40][c:41]1[cH:42][cH:43][cH:44][cH:45][cH:46]1.[CH3:7][Si:8]([CH:9]=[N+:10]=[N-:11])([CH3:12])[CH3:13].[O:34]1[CH2:35][CH2:36][O:37][CH2:38][CH2:39]1.[S:14]1[S:15][CH:16]([CH2:19][CH2:20][CH2:21][CH2:22][CH2:23][NH:24][C:25]([CH2:26][CH2:27][C:28](=[O:29])[OH:30])=[O:31])[CH2:17][CH2:18]1>>[CH3:1][O:30][C:28]([CH2:27][CH2:26][C:25]([NH:24][CH2:23][CH2:22][CH2:21][CH2:20][CH2:19][CH:16]1[S:15][S:14][CH2:18][CH2:17]1)=[O:31])=[O:29]. The reactants are CS(=O)(=O)C=1N=NC=C(N1)C1=C(C=C(C=C1)F)F (3-(methylsulfonyl)-5-(2,4-difluorophenyl)-1,2,4-triazine), N (ammonia), C1CCOC1 (THF). Product: FC1=C(C=CC(=C1)F)C=1N=C(N=NC1)N (5-(2,4-Difluorophenyl)-1,2,4-triazin-3-amine). Isolated yield 53.0%. As a reaction SMILES: CS([C:5]1[N:6]=[N:7][CH:8]=[C:9]([C:11]2[CH:16]=[CH:15][C:14]([F:17])=[CH:13][C:12]=2[F:18])[N:10]=1)(=O)=O.[NH3:19].C1COCC1>>[F:18][C:12]1[CH:13]=[C:14]([F:17])[CH:15]=[CH:16][C:11]=1[C:9]1[N:10]=[C:5]([NH2:19])[N:6]=[N:7][CH:8]=1. Procedure: 5-(2,4-Difluorophenyl)-1,2,4-triazin-3-amine (0.45 g, 53%) was prepared from 3-(methylsulfonyl)-5-(2,4-difluorophenyl)-1,2,4-triazine (1.10 g, 4.05 mmol) and 0.5 M ammonia in THF (50 mL, 25 mmol) according to the general procedure of Preparation 2. The reactants are SCC(=O)O (mercaptoacetic acid), O.C1(=CC=C(C=C1)S(=O)(=O)O)C (p-toluenesulfonic acid mono-hydrate), P(=O)([O-])([O-])[O-] (phosphate), CC=1OCCC1 (2-Methyl-4,5-dihydrofuran). As a reaction SMILES: [SH:1][CH2:2][C:3]([OH:5])=[O:4].O.C1(C)C=CC(S(O)(=O)=O)=CC=1.[CH3:18][C:19]1[O:20][CH2:21][CH2:22][CH:23]=1.P([O-])([O-])([O-])=O>ClCCl.O.C(OCC)(=O)C>[C:3]([CH2:2][S:1][C:19]1([CH3:18])[CH2:23][CH2:22][CH2:21][O:20]1)([OH:5])=[O:4] |f:1.2|. The product is C(=O)(O)CSC1(OCCC1)C (2-Carboxymethylthio-2-methyltetrahydrofuran). Procedure details: A solution of mercaptoacetic acid (10 mmol) in 5 mL of dichloromethane containing p-toluenesulfonic acid mono-hydrate (100 mg) is cooled with stirring to -10° to -25° C. 2-Methyl-4,5-dihydrofuran (10 mmol) in 10 mL of dichloromethane is added dropwise to the cold solution while the temperature is maintained between -10° C. to -25° C. Then 5 mL of phosphate buffer is added and the solution is allowed to come to room temperature. The mixture is poured into a 30 mL of ethyl acetate and 10 mL of wat... Run in ClCCl (dichloromethane), O (water), C(C)(=O)OCC (ethyl acetate), ClCCl (dichloromethane). Starting materials: Cl, O=N[O-], [Na+], O, c1ccncc1, Nc1ccccc1Sc1nc2ccccc2[nH]1. Yields the product c1ccc(-c2ccccc2Sc2nc3ccccc3[nH]2)nc1. RXN SMILES: [ClH:28].[N:18]([O-:19])=[O:20].[Na+:21].[OH2:29].[cH:22]1[cH:23][cH:24][n:25][cH:26][cH:27]1.[nH:1]1[c:2]([S:10][c:11]2[c:12]([NH2:17])[cH:13][cH:14][cH:15][cH:16]2)[n:3][c:4]2[c:5]1[cH:6][cH:7][cH:8][cH:9]2>>[n:1]1[c:2]([S:10][c:11]2[c:12](-[c:24]3[cH:23][cH:22][cH:27][cH:26][n:25]3)[cH:13][cH:14][cH:15][cH:16]2)[nH:3][c:4]2[c:5]1[cH:6][cH:7][cH:8][cH:9]2. Reactants: BrC=1C=C2C(=C(C=NC2=CC1)C(=O)C1CC1)Cl ((6-bromo-4-chloroquinolin-3-yl)(cyclopropyl)methanone), NC=1C=NC(=NC1)N1CCC(CC1)NC(OC(C)(C)C)=O (tert-butyl 1-(5-aminopyrimidin-2-yl)piperidin-4-ylcarbamate). Product: BrC=1C=C2C(=C(C=NC2=CC1)C(=O)C1CC1)NC=1C=NC(=NC1)N1CCC(CC1)NC(OC(C)(C)C)=O (tert-butyl 1-(5-(6-bromo-3-(cyclopropanecarbonyl)quinolin-4-ylamino) pyrimidin-2-yl)piperidin-4-ylcarbamate). Yield: 65.9%. RXN SMILES: [Br:1][C:2]1[CH:3]=[C:4]2[C:9](=[CH:10][CH:11]=1)[N:8]=[CH:7][C:6]([C:12]([CH:14]1[CH2:16][CH2:15]1)=[O:13])=[C:5]2Cl.[NH2:18][C:19]1[CH:20]=[N:21][C:22]([N:25]2[CH2:30][CH2:29][CH:28]([NH:31][C:32](=[O:38])[O:33][C:34]([CH3:37])([CH3:36])[CH3:35])[CH2:27][CH2:26]2)=[N:23][CH:24]=1>>[Br:1][C:2]1[CH:3]=[C:4]2[C:9](=[CH:10][CH:11]=1)[N:8]=[CH:7][C:6]([C:12]([CH:14]1[CH2:16][CH2:15]1)=[O:13])=[C:5]2[NH:18][C:19]1[CH:24]=[N:23][C:22]([N:25]2[CH2:26][CH2:27][CH:28]([NH:31][C:32](=[O:38])[O:33][C:34]([CH3:36])([CH3:35])[CH3:37])[CH2:29][CH2:30]2)=[N:21][CH:20]=1. Procedure: Following General procedure C, (6-bromo-4-chloroquinolin-3-yl)(cyclopropyl)methanone (311 mg, 1 mmol) was reacted with tert-butyl 1-(5-aminopyrimidin-2-yl)piperidin-4-ylcarbamate (440 mg, 1.5 mmol) to afford the desired product (374 mg, 66%) as a yellow solid: ESI MS m/z 567 [C27H31BrN6O3+H]+. Starting materials: ClC=1C=C2C(=NC=NC2=CC1C(=O)N1CCCC1)NC(CCC(=O)O)C1=NC2=C(N1C(=O)OC(C)(C)C)C=CC(=C2)Cl (6-chloro-4-[1-(1-tert.-butyloxycarbonyl-5-chloro-1H-benzimidazol-2-yl)-3-hydroxycarbonyl-propyl-amino]-7-(pyrrolidin-1-yl-carbonyl)-quinazoline), NC(C)O (aminoethanol), CN(C)C(=[N+](C)C)ON1C2=C(C=CC=C2)N=N1.[B-](F)(F)(F)F (TBTU), FC(C(=O)O)(F)F (trifluoroacetic acid). Run in C(C)#N.O1CCCC1 (acetonitrile tetrahydrofuran). The product is ClC=1C=C2C(=NC=NC2=CC1C(=O)N1CCCC1)NC(CCC(=O)NCCO)C1=NC2=C(N1)C=CC(=C2)Cl (6-chloro-4-[1-(5-chloro-1H-benzimidazol-2-yl )-3-(hydroxyethylamino-carbonyl)-propyl-amino]-7-(pyrrolidin-1-yl-carbonyl)-quinazoline). Reaction SMILES: [Cl:1][C:2]1[CH:3]=[C:4]2[C:9](=[CH:10][C:11]=1[C:12]([N:14]1[CH2:18][CH2:17][CH2:16][CH2:15]1)=[O:13])[N:8]=[CH:7][N:6]=[C:5]2[NH:19][CH:20]([C:26]1[N:30](C(OC(C)(C)C)=O)[C:29]2[CH:38]=[CH:39][C:40]([Cl:42])=[CH:41][C:28]=2[N:27]=1)[CH2:21][CH2:22][C:23](O)=[O:24].N[CH:44]([OH:46])[CH3:45].C[N:48](C(ON1N=NC2C=CC=CC1=2)=[N+](C)C)C.[B-](F)(F)(F)F.FC(F)(F)C(O)=O>C(#N)C.O1CCCC1>[Cl:1][C:2]1[CH:3]=[C:4]2[C:9](=[CH:10][C:11]=1[C:12]([N:14]1[CH2:18][CH2:17][CH2:16][CH2:15]1)=[O:13])[N:8]=[CH:7][N:6]=[C:5]2[NH:19][CH:20]([C:26]1[NH:30][C:29]2[CH:38]=[CH:39][C:40]([Cl:42])=[CH:41][C:28]=2[N:27]=1)[CH2:21][CH2:22][C:23]([NH:48][CH2:45][CH2:44][OH:46])=[O:24] |f:2.3,5.6|. Procedure details: Prepared analogously to Example 61 from 6-chloro-4-[1-(1-tert.-butyloxycarbonyl-5-chloro-1H-benzimidazol-2-yl)-3-hydroxycarbonyl-propyl-amino]-7-(pyrrolidin-1-yl-carbonyl)-quinazoline and aminoethanol with TBTU in acetonitrile/tetrahydrofuran and subsequent reaction with trifluoroacetic acid. Reactants: [H][H], COC(CN=[N+]=[N-])C(O)C(O)C(=O)CO. The product is COC1CNC(CO)C(O)C1O. As a reaction SMILES: [H:16][H:17].[N:1](=[N+:3]=[N-:11])[CH2:4][CH:5]([CH:6]([CH:7]([C:8](=[O:2])[CH2:9][OH:10])[OH:12])[OH:13])[O:14][CH3:15]>>[NH:1]1[CH2:4][CH:5]([O:14][CH3:15])[CH:6]([OH:13])[CH:7]([OH:12])[CH:8]1[CH2:9][OH:10]. The reactants are [Sn] (tin), C(C)(C)(C)OC(=O)N1CCC(CC1)=CC1=CC(=C(C=C1)C(C(=O)OC)C(=O)OC)[N+](=O)[O-] (Dimethyl 2-[4-(1-tert-butoxycarbonylpiperidin-4-ylidenemethyl)-2-nitrophenyl]malonate), Cl (hydrochloric acid). Run in C(C)O (ethanol). Conditions: time 18 hour. The product is N1CCC(CC1)=CC1=CC=C2CC(NC2=C1)=O (6-(Piperidin-4-ylidenemethyl)-1,3-dihydroindol-2-one). The yield is 80.5%. RXN SMILES: C(OC([N:8]1[CH2:13][CH2:12][C:11](=[CH:14][C:15]2[CH:20]=[CH:19][C:18]([CH:21](C(OC)=O)[C:22](OC)=[O:23])=[C:17]([N+:30]([O-])=O)[CH:16]=2)[CH2:10][CH2:9]1)=O)(C)(C)C.[Sn].Cl>C(O)C>[NH:8]1[CH2:13][CH2:12][C:11](=[CH:14][C:15]2[CH:16]=[C:17]3[C:18]([CH2:21][C:22](=[O:23])[NH:30]3)=[CH:19][CH:20]=2)[CH2:10][CH2:9]1 |^3:32|. Reported procedure: Dimethyl 2-[4-(1-tert-butoxycarbonylpiperidin-4-ylidenemethyl)-2-nitrophenyl]malonate (1.65 g; 3.7 mmol) was dissolved in ethanol (50 ml), tin powder (1.31 g; 11 g atom) was added followed by conc. hydrochloric acid (10 ml) and the mixture heated at reflux for 3 h before being left to stand at ambient temperature for 18 h. Evaporated to dryness under reduced pressure, water added to the residue and the insoluble material removed by filtration. The filtrate and washings were combined and evaporat...